The task is: describe an organic reaction: reactants, conditions, products, and yield. This data is from the Open Reaction Database (ORD), a public repository of structured organic reaction records. The reactants are [N+](=O)(O)[O-].[N+](=O)(O)[O-].N1C(=NC2=C1C=CC=C2)N2CCC(CC2)NC2=NC1=C(N2CC2=CC=CC=C2)C=CC=C1 (N-[1-(1H-benzimidazol-2-yl)-4-piperidinyl]-1-(phenylmethyl)-1H-benzimidazol-2-amine dinitrate), ClCC1=CC=C(C=C1)F (1-(chloromethyl)-4-fluorobenzene), C([O-])([O-])=O.[Na+].[Na+] (sodium carbonate), [I-].[K+] (potassium iodide). Solvent: CC(CC(C)=O)C (4-methyl-2-pentanone), O (water). Product: FC1=CC=C(C=C1)CN1C(=NC2=C1C=CC=C2)N2CCC(CC2)NC2=NC1=C(N2CC2=CC=CC=C2)C=CC=C1 (N-{1-[1-(4-fluorophenylmethyl)-1H-benzimidazol-2-yl]-4-piperidinyl}-1-(phenylmethyl)-1H-benzimidazol-2-amine). Isolated yield 28.3%. RXN SMILES: [N+]([O-])(O)=O.[N+]([O-])(O)=O.[NH:9]1[C:13]2[CH:14]=[CH:15][CH:16]=[CH:17][C:12]=2[N:11]=[C:10]1[N:18]1[CH2:23][CH2:22][CH:21]([NH:24][C:25]2[N:29]([CH2:30][C:31]3[CH:36]=[CH:35][CH:34]=[CH:33][CH:32]=3)[C:28]3[CH:37]=[CH:38][CH:39]=[CH:40][C:27]=3[N:26]=2)[CH2:20][CH2:19]1.Cl[CH2:42][C:43]1[CH:48]=[CH:47][C:46]([F:49])=[CH:45][CH:44]=1.C(=O)([O-])[O-].[Na+].[Na+].[I-].[K+]>O.CC(C)CC(=O)C>[F:49][C:46]1[CH:47]=[CH:48][C:43]([CH2:42][N:9]2[C:13]3[CH:14]=[CH:15][CH:16]=[CH:17][C:12]=3[N:11]=[C:10]2[N:18]2[CH2:19][CH2:20][CH:21]([NH:24][C:25]3[N:29]([CH2:30][C:31]4[CH:36]=[CH:35][CH:34]=[CH:33][CH:32]=4)[C:28]4[CH:37]=[CH:38][CH:39]=[CH:40][C:27]=4[N:26]=3)[CH2:22][CH2:23]2)=[CH:44][CH:45]=1 |f:0.1.2,4.5.6,7.8|. Procedure details: A mixture of 5.5 parts of N-[1-(1H-benzimidazol-2-yl)-4-piperidinyl]-1-(phenylmethyl)-1H-benzimidazol-2-amine dinitrate, 1.5 parts of 1-(chloromethyl)-4-fluorobenzene, 5 parts of sodium carbonate, 0.1 parts of potassium iodide and 120 parts of 4-methyl-2-pentanone is stirred and refluxed overnight using a water-separator. The reaction mixture is poured onto water and the layers are separated. The organic phase is dried, filtered and evaporated. The residue is purified by column-chromatography ov... The reactants are C(C)C1=C(C=CC=C1)S(=O)(=O)N(COCC[Si](C)(C)C)C1=C(C2=C(S1)CCCC2)C(=O)OCC (ethyl 2-[N-(2-ethylbenzenesulphonyl)-N-(2-trimethylsilylethoxymethyl)amino]-4,5,6,7-tetrahydrobenzo[b]thiophene-3-carboxylate), C(C)C1=C(C=CC=C1)S(=O)(=O)N(COCC[Si](C)(C)C)C1=C(C2=C(S1)CCCC2)C(=O)OCC (ethyl 2-[N-(2-ethylbenzenesulphonyl)-N-(2-trimethylsilylethoxymethyl)amino]-4,5,6,7-tetrahydrobenzo[b]thiophene-3-carboxylate), C(O)([O-])=O.[Na+] (sodium hydrogen carbonate). The solvent is Cl (hydrochloric acid), CO (methanol). The product is C(C)C1=C(C=CC=C1)S(=O)(=O)NC1=C(C2=C(S1)CCCC2)C(=O)OCC (ethyl 2-(2-ethylbenzenesulphonylamino)-4,5,6,7-tetrahydrobenzo[b]thiophene-3-carboxylate). The yield is 51.0%. Reaction SMILES: [CH2:1]([C:3]1[CH:8]=[CH:7][CH:6]=[CH:5][C:4]=1[S:9]([N:12]([C:21]1[S:25][C:24]2[CH2:26][CH2:27][CH2:28][CH2:29][C:23]=2[C:22]=1[C:30]([O:32][CH2:33][CH3:34])=[O:31])COCC[Si](C)(C)C)(=[O:11])=[O:10])[CH3:2].C(=O)([O-])O.[Na+]>Cl.CO>[CH2:1]([C:3]1[CH:8]=[CH:7][CH:6]=[CH:5][C:4]=1[S:9]([NH:12][C:21]1[S:25][C:24]2[CH2:26][CH2:27][CH2:28][CH2:29][C:23]=2[C:22]=1[C:30]([O:32][CH2:33][CH3:34])=[O:31])(=[O:10])=[O:11])[CH3:2] |f:1.2|. Reported procedure: A solution of ethyl 2-[N-(2-ethylbenzenesulphonyl)-N-(2-trimethylsilylethoxymethyl)amino]-4,5,6,7-tetrahydrobenzo[b]thiophene-3-carboxylate (Intermediate 37, 0.107 g) in concentrated hydrochloric acid (1 ml) and methanol (3 ml) was heated at 80° C. for 1 hour. After cooling to room temperature, the mixture was added drop-wise to a mixture of ice and saturated aqueous sodium hydrogen carbonate solution (25 ml) and then extracted with ethyl acetate (3×15 ml). The combined organic layers were washe... Starting materials: CS(N)(=O)=O, COC(=O)c1cccc(C(=O)O)c1, CCN=C=NCCCN(C)C, CN(C)c1ccncc1, ClCCl, Cl. Yields the product COC(=O)c1cccc(C(=O)NS(C)(=O)=O)c1. RXN SMILES: [CH3:14][S:15](=[O:16])(=[O:17])[NH2:18].[CH3:1][O:2][C:3]([c:4]1[cH:5][c:6]([C:7](=[O:8])[OH:9])[cH:10][cH:11][cH:12]1)=[O:13].[CH3:20][N:21]([CH3:22])[CH2:23][CH2:24][CH2:25][N:26]=[C:27]=[N:28][CH2:29][CH3:30].[CH3:31][N:32]([c:33]1[cH:34][cH:35][n:36][cH:37][cH:38]1)[CH3:39].[Cl:40][CH2:41][Cl:42].[ClH:19]>>[CH3:1][O:2][C:3]([c:4]1[cH:5][c:6]([C:7](=[O:8])[NH:18][S:15]([CH3:14])(=[O:16])=[O:17])[cH:10][cH:11][cH:12]1)=[O:13]. Starting materials: CCC(C)NCC1OCCO1, O=C(Cl)CCl, [Na+], [Na+], O=C([O-])[O-], O, c1ccccc1. Yields the product CCC(C)N(CC1OCCO1)C(=O)CCl. As a reaction SMILES: [CH:1]([CH3:2])([CH2:3][CH3:4])[NH:5][CH2:6][CH:7]1[O:8][CH2:9][CH2:10][O:11]1.[Cl:24][CH2:25][C:26](=[O:27])[Cl:28].[Na+:18].[Na+:19].[O-:20][C:21](=[O:22])[O-:23].[OH2:29].[cH:12]1[cH:13][cH:14][cH:15][cH:16][cH:17]1>>[CH:1]([CH3:2])([CH2:3][CH3:4])[N:5]([CH2:6][CH:7]1[O:8][CH2:9][CH2:10][O:11]1)[C:26]([CH2:25][Cl:24])=[O:27]. Solvent: C1CCOC1 (THF). Procedure details: To 3-bromo-5-chlorobenzamide (1.6 g, 6.8 mmol) in THF (10 mL) was added borane dimethyl sulfide complex (1.36 mL, 13.6 mmol) at room temperature. The mixture was then heated to 60° C. for 7 days. The solvent was pumped off and the reaction cautiously quenched with ethanol. When bubbling ceased, 1N HCl was added until pH was ˜2. The mixture was stirred at 50° C. for 4 h. The mixture was partitioned between EtOAc and water. The aqueous was washed 3× with ethyl acetate. The aqueous was then adjuste... RXN SMILES: [Br:1][C:2]1[CH:3]=[C:4]([CH:8]=[C:9]([Cl:11])[CH:10]=1)[C:5]([NH2:7])=O>C1COCC1>[Br:1][C:2]1[CH:3]=[C:4]([CH2:5][NH2:7])[CH:8]=[C:9]([Cl:11])[CH:10]=1. Conditions: temperature 60 celsius, time 4 hour. Reactants: BrC=1C=C(C(=O)N)C=C(C1)Cl (3-bromo-5-chlorobenzamide). The product is BrC=1C=C(C=C(C1)Cl)CN ([(3-Bromo-5-chlorophenyl)methyl]amine). Starting materials: O=[Ag], BrCC1CC1, COC(=O)C(O)Cc1ccc(Br)cc1, CCOCC. Yields the product COC(=O)C(Cc1ccc(Br)cc1)OCC1CC1. As a reaction SMILES: [Ag:25]=[O:26].[Br:1][CH2:2][CH:3]1[CH2:4][CH2:5]1.[Br:6][c:7]1[cH:8][cH:9][c:10]([CH2:13][CH:14]([C:15](=[O:16])[O:17][CH3:18])[OH:19])[cH:11][cH:12]1.[CH3:20][CH2:21][O:22][CH2:23][CH3:24]>>[CH2:2]([CH:3]1[CH2:4][CH2:5]1)[O:19][CH:14]([CH2:13][c:10]1[cH:9][cH:8][c:7]([Br:6])[cH:12][cH:11]1)[C:15](=[O:16])[O:17][CH3:18]. Starting materials: solution, BrCC(=O)C=1C=CC2=C(N(C3=C(S2)N=CC=N3)COC)C1 (bromomethyl(10-methoxymethyl-10H-pyrazino[2,3-b][1,4]benzothiazin-8-yl)ketone), solution, NC1=NC=CC=C1 (2-aminopyridine), C(O)([O-])=O.[Na+] (sodium hydrogencarbonate). Solvent: O1CCCC1 (tetrahydrofuran), C(C)O (ethanol). The product is N1=C(C=CC=C1)NCC(=O)C=1C=CC2=C(N(C3=C(S2)N=CC=N3)COC)C1 ([N-(2-Pyridyl)aminometyl](10-methoxymethyl-10H-pyrazino[2,3-b][1,4]benzothiazin-8-yl)ketone). Isolated yield 53.6%. Reaction SMILES: [NH2:1][C:2]1[CH:7]=[CH:6][CH:5]=[CH:4][N:3]=1.C(=O)([O-])O.[Na+].Br[CH2:14][C:15]([C:17]1[CH:18]=[CH:19][C:20]2[S:25][C:24]3[N:26]=[CH:27][CH:28]=[N:29][C:23]=3[N:22]([CH2:30][O:31][CH3:32])[C:21]=2[CH:33]=1)=[O:16]>C(O)C.O1CCCC1>[N:3]1[CH:4]=[CH:5][CH:6]=[CH:7][C:2]=1[NH:1][CH2:14][C:15]([C:17]1[CH:18]=[CH:19][C:20]2[S:25][C:24]3[N:26]=[CH:27][CH:28]=[N:29][C:23]=3[N:22]([CH2:30][O:31][CH3:32])[C:21]=2[CH:33]=1)=[O:16] |f:1.2|. Reported procedure: To 3 ml of a solution of 140 mg of 2-aminopyridine in ethanol was added 130 mg of sodium hydrogencarbonate and the resulting mixture was stirred at room temperature. Next, 2 ml of a solution of 360 mg of bromomethyl(10-methoxymethyl-10H-pyrazino[2,3-b][1,4]benzothiazin-8-yl)ketone in tetrahydrofuran was dropped thereinto and the resulting mixture was heated under reflux for 2 hours. Then the reaction mixture was brought back to room temperature and silica gel was added thereto. After distilling ... Solvent: C(Cl)Cl.O (methylene chloride water). As a reaction SMILES: [CH3:1][O:2][C:3](=[O:29])[C:4]([CH3:28])([CH3:27])[N:5]1[C:11]2[CH:12]=[CH:13][C:14]([F:16])=[CH:15][C:10]=2[C:9]([C:17]2[CH:22]=[CH:21][CH:20]=[CH:19][C:18]=2[Cl:23])=[N:8][CH:7]([CH2:24][CH3:25])[C:6]1=O.P12(SP3(SP(SP(S3)(S1)=S)(=S)S2)=S)=[S:31].N1C=CC=CC=1>C(Cl)Cl.O>[CH3:1][O:2][C:3](=[O:29])[C:4]([CH3:28])([CH3:27])[N:5]1[C:11]2[CH:12]=[CH:13][C:14]([F:16])=[CH:15][C:10]=2[C:9]([C:17]2[CH:22]=[CH:21][CH:20]=[CH:19][C:18]=2[Cl:23])=[N:8][CH:7]([CH2:24][CH3:25])[C:6]1=[S:31] |f:3.4|. Product: COC(C(N1C(C(N=C(C2=C1C=CC(=C2)F)C2=C(C=CC=C2)Cl)CC)=S)(C)C)=O (7-fluoro-α,α-dimethyl-3-ethyl-5-(o-chlorophenyl)-2,3-dihydro-2-thioxo-1H-1,4-benzodiazepin-1-acetic acid methyl ester). Reported procedure: A mixture of 0.01 mole of 7-fluoro-5-(o-chlorophenyl)-2,3-dihydro-α,α-dimethyl-3-ethyl-2-oxo-1H-1,4-benzodiazepin-1-acetic acid methyl ester, 0.0105 mole of phosphorus pentasulfide and 100 ml. of pyridine is heated under reflux for 24 hours. The mixture is evaporated and the residue thus obtained is dissolved in methylene chloride-water. The organic layer is separated, washed with saturated sodium bicarbonate solution, dried over anhydrous magnesium sulfate and evaporated. The residue thus obtai... Starting materials: COC(C(N1C(C(N=C(C2=C1C=CC(=C2)F)C2=C(C=CC=C2)Cl)CC)=O)(C)C)=O (7-fluoro-5-(o-chlorophenyl)-2,3-dihydro-α,α-dimethyl-3-ethyl-2-oxo-1H-1,4-benzodiazepin-1-acetic acid methyl ester), P12(=S)SP3(=S)SP(=S)(S1)SP(=S)(S2)S3 (phosphorus pentasulfide), N1=CC=CC=C1 (pyridine). Starting materials: N1=CC=CC=2CCCC(C12)=O (6,7-dihydro-5H-quinolin-8-one), C[C@H](C1=CC=CC=C1)N ((R)-(+)-α-methylbenzylamine). Reagents/catalysts: C[C@H](C1=CC=CC=C1)N ((R)-(+)-α-methylbenzylamine). Solvent: CO (MeOH). Reaction conditions: time 24 hour. Yields the product N1=CC=CC=2CCCC(C12)=N[C@H](C)C1=CC=CC=C1 ((R)-(−)-(6,7-Dihydro-5H-quinolin-8-ylidene)-(1-phenylethyl)-amine). Yield: 104.8%. RXN SMILES: [N:1]1[C:10]2[C:9](=O)[CH2:8][CH2:7][CH2:6][C:5]=2[CH:4]=[CH:3][CH:2]=1.[CH3:12][C@@H:13]([NH2:20])[C:14]1[CH:19]=[CH:18][CH:17]=[CH:16][CH:15]=1>CO.C[C@@H](N)C1C=CC=CC=1>[N:1]1[C:10]2[C:9](=[N:20][C@@H:13]([C:14]3[CH:19]=[CH:18][CH:17]=[CH:16][CH:15]=3)[CH3:12])[CH2:8][CH2:7][CH2:6][C:5]=2[CH:4]=[CH:3][CH:2]=1. Procedure: To a stirred solution of 6,7-dihydro-5H-quinolin-8-one (3.02 g, 20.5 mmol) in dry MeOH (100 mL) was added (R)-(+)-α-methylbenzylamine (2.61 mL, 20.5 mmol) via syringe. The resulting mixture was stirred 24 h, at which point additional (R)-(+)-α-methylbenzylamine (0.26 mL, 2.0 mmol) was added and the reaction was stirred for an additional 24 h. The solvent was removed in vacuo and dried for 3 days at room temperature under reduced pressure (0.1 Torr) to afford 5.38 g (95%) of the title compound as... Procedure details: Methoxylamine hydrochloride (459 mg, 5.49 mmol) was added to a solution of Example 3C (890 mg, 4.99 mmol) in pyridine (20 mL) and the mixture was stirred overnight at ambient temperature. The mixture was concentrated under reduced pressure, taken up in ethyl acetate (100 mL) and 1N hydrochloric acid (100 mL). The separated organic layer was washed with brine, filtered, and dried over anhydrous sodium sulfate. Concentration and chromatography on silica gel eluting with 0-to-20% ethyl acetate in h... Reaction SMILES: Cl.[O:2]([NH2:4])[CH3:3].[CH3:5][O:6][C:7]1[CH:16]=[C:15]2[C:10]([CH2:11][C:12](=O)[CH2:13][O:14]2)=[CH:9][CH:8]=1>N1C=CC=CC=1>[CH3:3][O:2][N:4]=[C:12]1[CH2:11][C:10]2[C:15](=[CH:16][C:7]([O:6][CH3:5])=[CH:8][CH:9]=2)[O:14][CH2:13]1 |f:0.1|. Product: CON=C1COC2=CC(=CC=C2C1)OC (7-Methoxychroman-3-one O-methyl oxime). Starting materials: Cl.O(C)N (Methoxylamine hydrochloride), COC1=CC=C2CC(COC2=C1)=O (7-Methoxychroman-3-one). Conditions: time 8 hour. The solvent is N1=CC=CC=C1 (pyridine).